Dataset: the Open Reaction Database (ORD), a public repository of structured organic reaction records. Task: describe an organic reaction: reactants, conditions, products, and yield Starting materials: C(C)(C)(C)OC(=O)N1CCN(C2=CC=CC=C12)C1=NC=C(C=C1)Br (4-(5-bromopyridin-2-yl)-3,4-dihydro-2H-quinoxaline-1-carboxylic acid tert-butyl ester), C(C1=CC=CC=C1)OC(=O)N1CCNCC1 (4-(benzyloxycarbonyl)piperazine), C1(CCCCC1)P(C1=C(C=CC=C1)C1=C(C=CC=C1OC)OC)C1CCCCC1 (2-dicyclohexylphosphino-2′,6′-dimethoxybiphenyl), CC(C)([O-])C.[Na+] (sodium tert-butoxide). Reagents/catalysts: C=1C=CC(=CC1)/C=C/C(=O)/C=C/C2=CC=CC=C2.C=1C=CC(=CC1)/C=C/C(=O)/C=C/C2=CC=CC=C2.C=1C=CC(=CC1)/C=C/C(=O)/C=C/C2=CC=CC=C2.[Pd].[Pd] (tris(dibenzylideneacetone)dipalladium(0)). The solvent is C1(=CC=CC=C1)C (toluene), C(C)(=O)OCC (Ethyl acetate). Reaction conditions: temperature 110 celsius. Yields the product C(C)(C)(C)OC(=O)N1CCN(C2=CC=CC=C12)C1=NC=C(C=C1)N1CCN(CC1)C(=O)OCC1=CC=CC=C1 (4-[5-(4-(benzyloxycarbonyl)piperazin-1-yl)pyridin-2-yl]-3,4-dihydro-2H-quinoxaline-1-carboxylic acid tert-butyl ester). Yield: 74.1%. RXN SMILES: [C:1]([O:5][C:6]([N:8]1[C:17]2[C:12](=[CH:13][CH:14]=[CH:15][CH:16]=2)[N:11]([C:18]2[CH:23]=[CH:22][C:21](Br)=[CH:20][N:19]=2)[CH2:10][CH2:9]1)=[O:7])([CH3:4])([CH3:3])[CH3:2].[CH2:25]([O:32][C:33]([N:35]1[CH2:40][CH2:39][NH:38][CH2:37][CH2:36]1)=[O:34])[C:26]1[CH:31]=[CH:30][CH:29]=[CH:28][CH:27]=1.C1(P(C2CCCCC2)C2C=CC=CC=2C2C(OC)=CC=CC=2OC)CCCCC1.CC(C)([O-])C.[Na+]>C1(C)C=CC=CC=1.C1C=CC(/C=C/C(/C=C/C2C=CC=CC=2)=O)=CC=1.C1C=CC(/C=C/C(/C=C/C2C=CC=CC=2)=O)=CC=1.C1C=CC(/C=C/C(/C=C/C2C=CC=CC=2)=O)=CC=1.[Pd].[Pd].C(OCC)(=O)C>[C:1]([O:5][C:6]([N:8]1[C:17]2[C:12](=[CH:13][CH:14]=[CH:15][CH:16]=2)[N:11]([C:18]2[CH:23]=[CH:22][C:21]([N:38]3[CH2:37][CH2:36][N:35]([C:33]([O:32][CH2:25][C:26]4[CH:31]=[CH:30][CH:29]=[CH:28][CH:27]=4)=[O:34])[CH2:40][CH2:39]3)=[CH:20][N:19]=2)[CH2:10][CH2:9]1)=[O:7])([CH3:4])([CH3:3])[CH3:2] |f:3.4,6.7.8.9.10|. Reported procedure: 10.12 g of 4-(5-bromopyridin-2-yl)-3,4-dihydro-2H-quinoxaline-1-carboxylic acid tert-butyl ester and 5.7 g of 4-(benzyloxycarbonyl)piperazine are placed in 118 ml of toluene and then 0.95 g of tris(dibenzylideneacetone)dipalladium(0), 1.7 g of 2-dicyclohexylphosphino-2′,6′-dimethoxybiphenyl and 3.5 g of sodium tert-butoxide are added. The reaction medium is heated at 110° C. for 3 h. Ethyl acetate is subsequently added and the mixture is washed once with water and once with a saturated aqueous s... Yield: 65.1%. The reactants are Intermediate 1, C(=O)(C(F)(F)F)O (TFA), NCCC1=CNC2=CC=CC=C12 (tryptamine), C(C)(C)C1=CC=C(C=O)C=C1 (4-isopropylbenzaldehyde). Procedure: This product was prepared using the same procedure as for Intermediate 1 with tryptamine (5.0 g, 31.2 mmol), 4-isopropylbenzaldehyde (5.08 g, 1.1 equiv.) and TFA (4.8 mL, 2 equiv.) to give the title compound (5.9 g, 67%) as white crystals after recrystallization from iPr2O. Product: C(C)(C)C1=CC=C(C=C1)C1NCCC=2C3=CC=CC=C3NC12 (1-(4-Isopropylphenyl)-2,3,4,9-tetrahydro-1H-β-carboline). Reaction SMILES: [NH2:1][CH2:2][CH2:3][C:4]1[C:12]2[C:7](=[CH:8][CH:9]=[CH:10][CH:11]=2)[NH:6][CH:5]=1.[CH:13]([C:16]1[CH:23]=[CH:22][C:19]([CH:20]=O)=[CH:18][CH:17]=1)([CH3:15])[CH3:14].C(O)(C(F)(F)F)=O>>[CH:13]([C:16]1[CH:23]=[CH:22][C:19]([CH:20]2[C:5]3[NH:6][C:7]4[C:12](=[CH:11][CH:10]=[CH:9][CH:8]=4)[C:4]=3[CH2:3][CH2:2][NH:1]2)=[CH:18][CH:17]=1)([CH3:15])[CH3:14].